Task: describe an organic reaction: reactants, conditions, products, and yield. Dataset: the Open Reaction Database (ORD), a public repository of structured organic reaction records Reactants: ClC1=CC=C2C(=CNC2=C1)C(=O)N1CCC2(CC1)OC(C1=C2C=CC=C1)=O (1′-[(6-chloro-1H-indol-3-yl)carbonyl]-3H-spiro[2-benzofuran-1,4′-piperidin]-3-one), C1(=CC(=CC=C1)C(=O)Cl)C1=CC=CC=C1 (biphenyl-3-carbonyl chloride). Product: C1(=CC(=CC=C1)C(=O)N1C=C(C2=CC=C(C=C12)Cl)C(=O)N1CCC2(CC1)OC(C1=C2C=CC=C1)=O)C1=CC=CC=C1 (1′-{[1-(Biphenyl-3-ylcarbonyl)-6-chloro-1H-indol-3-yl]carbonyl}-3H-spiro[2-benzofuran-1,4′-piperidin]-3-one). RXN SMILES: [Cl:1][C:2]1[CH:10]=[C:9]2[C:5]([C:6]([C:11]([N:13]3[CH2:18][CH2:17][C:16]4([C:22]5[CH:23]=[CH:24][CH:25]=[CH:26][C:21]=5[C:20](=[O:27])[O:19]4)[CH2:15][CH2:14]3)=[O:12])=[CH:7][NH:8]2)=[CH:4][CH:3]=1.[C:28]1([C:37]2[CH:42]=[CH:41][CH:40]=[CH:39][CH:38]=2)[CH:33]=[CH:32][CH:31]=[C:30]([C:34](Cl)=[O:35])[CH:29]=1>>[C:28]1([C:37]2[CH:42]=[CH:41][CH:40]=[CH:39][CH:38]=2)[CH:33]=[CH:32][CH:31]=[C:30]([C:34]([N:8]2[C:9]3[C:5](=[CH:4][CH:3]=[C:2]([Cl:1])[CH:10]=3)[C:6]([C:11]([N:13]3[CH2:18][CH2:17][C:16]4([C:22]5[CH:23]=[CH:24][CH:25]=[CH:26][C:21]=5[C:20](=[O:27])[O:19]4)[CH2:15][CH2:14]3)=[O:12])=[CH:7]2)=[O:35])[CH:29]=1. Procedure details: Following the general procedure VII as described above, the acylation of 1′-[(6-chloro-1H-indol-3-yl)carbonyl]-3H-spiro[2-benzofuran-1,4′-piperidin]-3-one (prepared according to example 16) with commercially available biphenyl-3-carbonyl chloride gave the title compound. Yields the product COC(=O)c1ccc(CC(CO)CCCCC#N)cc1. RXN SMILES: [C:1](=[O:2])([OH:3])[CH:4]([CH2:5][c:6]1[cH:7][cH:8][c:9]([C:10](=[O:11])[O:12][CH3:13])[cH:14][cH:15]1)[CH2:16][CH2:17][CH2:18][CH2:19][C:20]#[N:21].[C:22](=[O:23])([OH:24])[O-:25].[CH2:27]1[O:28][CH2:29][CH2:30][CH2:31]1.[Na+:26]>>[CH2:1]([OH:2])[CH:4]([CH2:5][c:6]1[cH:7][cH:8][c:9]([C:10](=[O:11])[O:12][CH3:13])[cH:14][cH:15]1)[CH2:16][CH2:17][CH2:18][CH2:19][C:20]#[N:21]. The reactants are COC(=O)c1ccc(CC(CCCCC#N)C(=O)O)cc1, O=C([O-])O, C1CCOC1, [Na+]. Starting materials: O (water), OC1CCN(CC1)C(=O)OC(C)(C)C (tert-butyl 4-hydroxypiperidine-1-carboxylate), C(C)(C)(C)O[K] (tert-butoxy potassium), ClCC(=O)N1CCOCC1 (4-(chloroacetyl)morpholine). Solvent: C1CCOC1 (THF). Run at time 8 hour. Product: N1(CCOCC1)C(COC1CCN(CC1)C(=O)OC(C)(C)C)=O (tert-butyl 4-[2-(morpholin-4-yl)-2-oxoethoxy]piperidine-1-carboxylate). RXN SMILES: [OH:1][CH:2]1[CH2:7][CH2:6][N:5]([C:8]([O:10][C:11]([CH3:14])([CH3:13])[CH3:12])=[O:9])[CH2:4][CH2:3]1.C(O[K])(C)(C)C.Cl[CH2:22][C:23]([N:25]1[CH2:30][CH2:29][O:28][CH2:27][CH2:26]1)=[O:24].O>C1COCC1>[N:25]1([C:23](=[O:24])[CH2:22][O:1][CH:2]2[CH2:3][CH2:4][N:5]([C:8]([O:10][C:11]([CH3:14])([CH3:13])[CH3:12])=[O:9])[CH2:6][CH2:7]2)[CH2:30][CH2:29][O:28][CH2:27][CH2:26]1. Procedure: To a suspension of tert-butyl 4-hydroxypiperidine-1-carboxylate (5.00 g) and tert-butoxy potassium (5.57 g) in THF (124 mL) was added 4-(chloroacetyl)morpholine (4.84 mL), and the mixture was stirred at room temperature overnight. Distilled water was added to the reaction mixture, the mixture was extracted with ethyl acetate, and the solution was washed with saturated brine, and dried over anhydrous sodium sulfate. The solvent was concentrated under reduced pressure, and the obtained solid was w...